This data is from the Open Reaction Database (ORD), a public repository of structured organic reaction records. The task is: describe an organic reaction: reactants, conditions, products, and yield The reactants are O=C(O)CCBr, CC(C)(C)OC(=O)CCCCCBr, C=C(C)C. Product: CC(C)(C)C(CBr)C(=O)O. RXN SMILES: [Br:1][CH2:2][CH2:3][C:4](=[O:5])[OH:6].[Br:7][CH2:8][CH2:9][CH2:10][CH2:11][CH2:12][C:13]([O:14][C:16]([CH3:17])([CH3:18])[CH3:19])=[O:15].[CH2:20]=[C:21]([CH3:22])[CH3:23]>>[Br:1][CH2:2][CH:3]([C:4](=[O:5])[OH:6])[C:16]([CH3:17])([CH3:18])[CH3:19]. Reactants: NCP(O)(O)=O (Aminomethylphosphonic acid), C(C1=CC=CC=C1)(C1=CC=CC=C1)(C1=CC=CC=C1)Cl (trityl chloride), N=C=N (carbodiimide), C1CCC(CC1)N=C=NC2CCCCC2 (DCC), P([O-])([O-])=O (phosphonate), C(C)[NH+](CC)CC (triethylammonium), Cl.[NH+]1=CC=CC=C1 (pyridinium hydrochloride), CNC (dimethylamine). Solvent: C(C)N(CC)CC (triethylamine), C(Cl)(Cl)Cl (chloroform), O (water), CO (methanol). Yields the product P(O)(O)=O (phosphonic acid), [NH+]1=CC=CC=C1 (pyridinium). RXN SMILES: [NH2:1][CH2:2][P:3](=[O:6])([OH:5])[OH:4].[C:7](Cl)(C1C=CC=CC=1)([C:14]1C=CC=CC=1)[C:8]1C=CC=C[CH:9]=1.P(=O)([O-])[O-].C([NH+](CC)CC)C.CNC.N=C=N.C1CCC(N=C=NC2CCCCC2)CC1.Cl.[NH+]1C=CC=CC=1>C(Cl)(Cl)Cl.O.CO.C(N(CC)CC)C>[PH:3](=[O:4])([OH:6])[OH:5].[NH+:1]1[CH:2]=[CH:9][CH:8]=[CH:7][CH:14]=1 |f:7.8|. Procedure details: Aminomethylphosphonic acid (Aldrich Chem. Co.) is reacted with trityl chloride in the presence of triethylamine. The dianionic phosphonate product, where the counter ions are triethylammonium, is mixed with an excess of reagent suitable for adding the desired pendant X moiety (e.g., addition of methanol gives X=methoxy, and addition of dimethylamine gives X=N(CH3)2) and then a carbodiimide, such as dicyclohexylcarboiimide (DCC), is added. The resultant monoanionic product is shaken with a mixtur... Reactants: C1OC=2C=C(CCl)C=CC2O1 (3,4-methylenedioxybenzyl chloride), sodium alcoholate, [Na] (sodium), OC1=CC=C(C=C1)CC(=O)OCC (ethyl 4-hydroxyphenylacetate). The solvent is C(C)O (ethanol). The product is C1OC=2C=C(COC3=CC=C(C=C3)CC(=O)OCC)C=CC2O1 (ethyl 4-(3,4-methylenedioxybenzyloxy)-phenylacetate). Isolated yield 56.5%. Reaction SMILES: [Na].[OH:2][C:3]1[CH:8]=[CH:7][C:6]([CH2:9][C:10]([O:12][CH2:13][CH3:14])=[O:11])=[CH:5][CH:4]=1.[CH2:15]1[O:25][C:24]2[CH:23]=[CH:22][C:19]([CH2:20]Cl)=[CH:18][C:17]=2[O:16]1>C(O)C>[CH2:15]1[O:25][C:24]2[CH:23]=[CH:22][C:19]([CH2:20][O:2][C:3]3[CH:4]=[CH:5][C:6]([CH2:9][C:10]([O:12][CH2:13][CH3:14])=[O:11])=[CH:7][CH:8]=3)=[CH:18][C:17]=2[O:16]1 |^1:0|. Procedure: To a sodium alcoholate solution of 2.16 gm (94 mmol) of sodium in 100 ml ethanol were added 16.9 gm (94 mmol) of ethyl 4-hydroxyphenylacetate with agitation. Then, 16.0 gm (94 mmol) of 3,4-methylenedioxybenzyl chloride were added dropwise, and the mixture was maintained at the boiling temperature for eight hours. After evaporation, taking up of the residue in ether, washing with Na2CO3 solution and water, treating of the ether solution with activated charcoal, and evaporation, the residue was di... The reactants are amic acid, solids, 6FDA, C1=CC2=C(C=C1C3=CC4=C(C=C3)C(=O)OC4=O)C(=O)OC2=O (BPDA), C1=CC(=C(C=C1N)C(F)(F)F)C2=C(C=C(C=C2)N)C(F)(F)F (TFMB). Run in CN1CCCC1=O (NMP). Yields the product C1=CC2=C(C=C1C3=CC4=C(C=C3)C(=O)OC4=O)C(=O)OC2=O.C1=CC(=C(C=C1N)C(F)(F)F)C2=C(C=C(C=C2)N)C(F)(F)F (BPDA TFMB). Reaction SMILES: [CH:1]1[C:6]([C:7]2[CH:12]=[CH:11][C:10]3[C:13]([O:15][C:16](=[O:17])[C:9]=3[CH:8]=2)=[O:14])=[CH:5][C:4]2[C:18]([O:20][C:21](=[O:22])[C:3]=2[CH:2]=1)=[O:19].[CH:23]1[C:28]([NH2:29])=[CH:27][C:26]([C:30]([F:33])([F:32])[F:31])=[C:25]([C:34]2[CH:39]=[CH:38][C:37]([NH2:40])=[CH:36][C:35]=2[C:41]([F:44])([F:43])[F:42])[CH:24]=1>CN1C(=O)CCC1>[CH:1]1[C:6]([C:7]2[CH:12]=[CH:11][C:10]3[C:13]([O:15][C:16](=[O:17])[C:9]=3[CH:8]=2)=[O:14])=[CH:5][C:4]2[C:18]([O:20][C:21](=[O:22])[C:3]=2[CH:2]=1)=[O:19].[CH:38]1[C:37]([NH2:40])=[CH:36][C:35]([C:41]([F:44])([F:42])[F:43])=[C:34]([C:25]2[CH:24]=[CH:23][C:28]([NH2:29])=[CH:27][C:26]=2[C:30]([F:31])([F:32])[F:33])[CH:39]=1 |f:3.4|. Procedure details: A solution of polyamic acid was prepared at room temperature by combining 6.893 grams of 6FDA, 1.518 grams of BPDA, 6.608 grams of TFMB and 61.1 grams of NMP with good mixing. The amic acid solution was diluted to 10.9% solids, then cast on a silicon wafer by spin coating, and imidized by a heat treatment up to a maximum temperature of 300° C. to produce a coating having a thickness of 2.1 microns. The refractive index was determined in the same manner as in Example 1 and is reported in Table I. Reactants: Cl (HCl), CO (MeOH), N1[C@H](CC1)COC=1C=NC(=C(C1)C1=CC=CC=C1)Cl (3-(2-(R)-azetidinylmethoxy)-6-chloro-5-phenyl-pyridine), Cl (hydrogen chloride), CI NH3. The solvent is CCOCC (Et2O). The product is Cl.N1[C@H](CC1)COC=1C=NC(=C(C1)C1=CC=CC=C1)Cl (3-(2-(R)-Azetidinylmethoxy)-6-chloro-5-phenylpyridine hydrochloride). RXN SMILES: [NH:1]1[CH2:4][CH2:3][C@@H:2]1[CH2:5][O:6][C:7]1[CH:8]=[N:9][C:10]([Cl:19])=[C:11]([C:13]2[CH:18]=[CH:17][CH:16]=[CH:15][CH:14]=2)[CH:12]=1.Cl.CO>CCOCC>[ClH:19].[NH:1]1[CH2:4][CH2:3][C@@H:2]1[CH2:5][O:6][C:7]1[CH:8]=[N:9][C:10]([Cl:19])=[C:11]([C:13]2[CH:14]=[CH:15][CH:16]=[CH:17][CH:18]=2)[CH:12]=1 |f:4.5|. Reported procedure: To a solution of 3-(2-(R)-azetidinylmethoxy)-6-chloro-5-phenyl-pyridine in Et2O was added hydrogen chloride (1.0 M in Et2O) carefully to afford the tittle compound: mp 143-145° C.; 1H NMR (D2O) δ 2.70 (q, 2H, J=8.5 Hz), 4.02-4.22 (m, 2H), 4.46 (d, 2H, J=4.5 Hz), 4.97 (m, 1H), 7.57 (s, 5H), 7.60 (d, 1H, J=3.0 Hz), 8.19 (d, 1H, J=3.0 Hz); MS (CI/NH3) m/z 275 (M+H)+. Anal. Calcd for C15H15ClN2O.1.4 HCl: C, 55.30; H, 5.07; N, 8.60. Found: C, 55.19; H, 5.25; N, 8.52. [α]25D +9.4 (c 0.8, MeOH). Reactants: N1(N=NC=C1)NC1=CC=CC=C1 (triazol-1-yl-phenylamine), N1(N=CN=C1)C=1C=C2C(C(NC2=CC1)=O)=O (5-[1,2,4]triazol-1-yl-1H-indole-2,3-dione), N(N)C1=CC=C(C=C1)S(=O)(=O)NC (4-hydrazino-N-methyl-phenylsulfonamide). Yields the product N1(N=CN=C1)C=1C=C2C(C(NC2=CC1)=O)=O (5-[1,2,4]Triazol-1-yl-1H-indole-2,3-dione), CNS(=O)(=O)C1=CC=C(C=C1)NN=C1C(NC2=CC=C(C=C12)N1N=CN=C1)=O (N-Methyl-4-[N′-(2-oxo-5-[1,2,4]triazol-1-yl-1,2-dihydroindol-3-ylidene)-hydrazino]-benzenesulfonamide). The yield is 6.0%. RXN SMILES: N1(NC2C=CC=CC=2)C=CN=N1.[N:13]1([C:18]2[CH:19]=[C:20]3[C:24](=[CH:25][CH:26]=2)[NH:23][C:22](=[O:27])[C:21]3=[O:28])[CH:17]=[N:16][CH:15]=[N:14]1.[NH:29]([C:31]1[CH:36]=[CH:35][C:34]([S:37]([NH:40][CH3:41])(=[O:39])=[O:38])=[CH:33][CH:32]=1)[NH2:30]>>[N:13]1([C:18]2[CH:19]=[C:20]3[C:24](=[CH:25][CH:26]=2)[NH:23][C:22](=[O:27])[C:21]3=[O:28])[CH:17]=[N:16][CH:15]=[N:14]1.[CH3:41][NH:40][S:37]([C:34]1[CH:33]=[CH:32][C:31]([NH:29][N:30]=[C:21]2[C:20]3[C:24](=[CH:25][CH:26]=[C:18]([N:13]4[CH:17]=[N:16][CH:15]=[N:14]4)[CH:19]=3)[NH:23][C:22]2=[O:27])=[CH:36][CH:35]=1)(=[O:39])=[O:38]. Reported procedure: 5-[1,2,4]Triazol-1-yl-1H-indole-2,3-dione was prepared from 4-11,2,4]-triazol-1-yl-phenylamine according to Procedure A in 6% yield: 1H NMR (DMSO-d6): δ 7.04 (d, J=8.4 Hz, 1H), 7.97 (d, J=2.2 Hz, 1H), 8.01 (dd, J=2.2, 8.4 Hz, 1H), 8.20 (s, 1H), 9.26 (s, 1H), 11.19 (bs, 1H); APCI−MS m/z 215 (M+1)+. Condensation of 5-[1,2,4]triazol-1-yl-1H-indole-2,3-dione with 4-hydrazino-N-methyl-phenylsulfonamide according to Procedure G gave the title compound in 86% yield: 1H NMR (DMSO-d6): δ 2.38 (d, J=5.0 H...